From a dataset of the Open Reaction Database (ORD), a public repository of structured organic reaction records. describe an organic reaction: reactants, conditions, products, and yield The reactants are CO, [Na+], [OH-], COC(=O)c1ccc(C(=O)N2Cc3ccccc3Cc3ccccc32)cc1. The product is O=C(O)c1ccc(C(=O)N2Cc3ccccc3Cc3ccccc32)cc1. Reaction SMILES: [CH3:30][OH:31].[Na+:29].[OH-:28].[cH:1]1[cH:2][cH:3][cH:4][c:5]2[c:11]1[CH2:10][c:9]1[c:8]([cH:15][cH:14][cH:13][cH:12]1)[CH2:7][N:6]2[C:16](=[O:17])[c:18]1[cH:19][cH:20][c:21]([C:22](=[O:23])[O:24][CH3:25])[cH:26][cH:27]1>>[cH:1]1[cH:2][cH:3][cH:4][c:5]2[c:11]1[CH2:10][c:9]1[c:8]([cH:15][cH:14][cH:13][cH:12]1)[CH2:7][N:6]2[C:16](=[O:17])[c:18]1[cH:19][cH:20][c:21]([C:22](=[O:23])[OH:24])[cH:26][cH:27]1.